From a dataset of the Open Reaction Database (ORD), a public repository of structured organic reaction records. describe an organic reaction: reactants, conditions, products, and yield Starting materials: C(C)OP(OCC)OCC (Triethylphosphite), C=O (paraformaldehyde), C(O)CN (ethanolamine), [OH-].[Na+] (NaOH), solution, esters, sodium N-(2-hydroxyethyl) aminomethylphosphonate. Run at temperature 100 celsius. Product: OCCNCP([O-])([O-])=O.[Na+].[Na+] (sodium N-hydroxyethylaminomethylphosphonate). Isolated yield 56.0%. RXN SMILES: C([O:3][P:4]([O:8]CC)[O:5]CC)C.[CH2:11]=O.[CH2:13]([CH2:15][NH2:16])[OH:14].[OH-].[Na+:18]>>[OH:14][CH2:13][CH2:15][NH:16][CH2:11][P:4](=[O:3])([O-:5])[O-:8].[Na+:18].[Na+:18] |f:3.4,5.6.7|. Reported procedure: Triethylphosphite (16.6 g, 0.1 mmol), paraformaldehyde (3.0 g, 0.1 mmol) and ethanolamine (48.8 g, 0.8 mmol) was charged into a round bottom flask equipped with magnetic stir bar and reflux condenser. The reaction was heated to 100° C. for 16 h. Base hydrolysis of the intermediate esters was achieved by adding 2 equiv of NaOH (16 g of a 50% solution) and heating to 120° C. for 16 hours. The reaction was allowed to cool and was concentrated under vacuum. Methanol (100 mL) was added on the solvent... Starting materials: [BH4-], CC(C)=O, CO, CC(C)c1ccc2cc(C=O)cc-2cc1, [Na+]. Yields the product CC(C)c1ccc2cc(CO)cc-2cc1. As a reaction SMILES: [BH4-:1].[CH3:18][C:19](=[O:20])[CH3:21].[CH3:22][OH:23].[CH:3]([CH3:4])([CH3:5])[c:6]1[cH:7][cH:8][c:9]2[cH:10][c:11]([CH:16]=[O:17])[cH:12][c:13]-2[cH:14][cH:15]1.[Na+:2]>>[CH:3]([CH3:4])([CH3:5])[c:6]1[cH:7][cH:8][c:9]2[cH:10][c:11]([CH2:16][OH:17])[cH:12][c:13]-2[cH:14][cH:15]1.